Dataset: the Open Reaction Database (ORD), a public repository of structured organic reaction records. Task: describe an organic reaction: reactants, conditions, products, and yield The reactants are CO (MeOH), [N+](=O)([O-])C1=C(C(=O)O)C(=CC=C1)[N+](=O)[O-] (2,6-Dinitrobenzoic acid), Ammonium sulfide, C(Cl)Cl (DCM), Ammonium sulfide. Solvent: C(C)O (ethanol). The product is [N+](=O)([O-])C1=C(C(=O)O)C(=CC=C1)N (2-nitro-6-amino benzoic acid). Reaction SMILES: [N+:1]([C:4]1[CH:12]=[CH:11][CH:10]=[C:9]([N+:13]([O-])=O)[C:5]=1[C:6]([OH:8])=[O:7])([O-:3])=[O:2].[NH4+]=S.C(Cl)Cl.CO>C(O)C>[N+:1]([C:4]1[CH:12]=[CH:11][CH:10]=[C:9]([NH2:13])[C:5]=1[C:6]([OH:8])=[O:7])([O-:3])=[O:2]. Reported procedure: 2,6-Dinitrobenzoic acid (0.5 g, 2.36 mmol) in ethanol (5 mL) was heated to 80° C. Ammonium sulfide (40-48% in water) (0.36 mL, 2.36 mmol) was then added (the yellow solution became a bright orange suspension) the mixture was heated under reflux for 0.5 h. TLC (DCM 80%, MeOH 20%) showed a faint spot below the starting material. Ammonium sulfide (3.6 mL, 20.4 mmol) was added and the mixture became a darker orange. This mixture was then heated under reflux for 1 h after which time TLC indicated tha... Reactants: [H][H] (hydrogen), [N+](=O)([O-])C1=C(C=CC=2C(C3=CC=CC=C3C(C12)=O)=O)C(=O)O (1-nitro-2-carboxyanthraquinone), aqueous solution, [OH-].[Na+] (sodium hydroxide). The reagents and catalysts are [C].[Pd] (palladium-carbon). Conditions: time 5 hour. Yields the product NC1=C(C=CC=2C(C3=CC=CC=C3C(C12)=O)=O)C(=O)O (1-amino-2-carboxyanthraquinone). The yield is 91.3%. RXN SMILES: [N+:1]([C:4]1[C:17]2[C:16](=[O:18])[C:15]3[C:10](=[CH:11][CH:12]=[CH:13][CH:14]=3)[C:9](=[O:19])[C:8]=2[CH:7]=[CH:6][C:5]=1[C:20]([OH:22])=[O:21])([O-])=O.[OH-].[Na+].[H][H]>[C].[Pd]>[NH2:1][C:4]1[C:17]2[C:16](=[O:18])[C:15]3[C:10](=[CH:11][CH:12]=[CH:13][CH:14]=3)[C:9](=[O:19])[C:8]=2[CH:7]=[CH:6][C:5]=1[C:20]([OH:22])=[O:21] |f:1.2,4.5|. Reported procedure: A 500 ml. electromagnetically stirred glass reactor was charged with 5.0 g (0.0168 mole) of 1-nitro-2-carboxyanthraquinone, 100 g of a 4% aqueous solution of sodium hydroxide and 0.25 g of 5% palladium-carbon. The inside of the reactor was purged with hydrogen, and the 1-nitro-2-carboxyanthraquinone was hydrogenated at 50° C. with stirring. In 5 hours, 0.0504 mole of hydrogen was absorbed, whereupon the reaction was stopped. The reaction mixture was filtered to separate the catalyst. The filtrat... Reactants: 12.8, CC1=C(C(=CC=C1)C)NC(CN1C(CN(CC1)CC1=CC=CC=C1)CC(=O)N)=O (N1 -(2,6-dimethylphenyl)-4-(phenylmethyl)-1,2-piperazinediacetamide), [H][H] (hydrogen). Reagents/catalysts: [Pd] (palladium-on-charcoal). Run in CO (methanol). The product is CC1=C(C(=CC=C1)C)NC(CN1C(CNCC1)CC(=O)N)=O (N1 -(2,6-dimethylphenyl)-1,2-piperazinediacetamide). Yield: 97.5%. As a reaction SMILES: [CH3:1][C:2]1[CH:7]=[CH:6][CH:5]=[C:4]([CH3:8])[C:3]=1[NH:9][C:10](=[O:29])[CH2:11][N:12]1[CH2:17][CH2:16][N:15](CC2C=CC=CC=2)[CH2:14][CH:13]1[CH2:25][C:26]([NH2:28])=[O:27].[H][H]>[Pd].CO>[CH3:1][C:2]1[CH:7]=[CH:6][CH:5]=[C:4]([CH3:8])[C:3]=1[NH:9][C:10](=[O:29])[CH2:11][N:12]1[CH2:17][CH2:16][NH:15][CH2:14][CH:13]1[CH2:25][C:26]([NH2:28])=[O:27]. Procedure details: A mixture of 12.8 parts of N1 -(2,6-dimethylphenyl)-4-(phenylmethyl)-1,2-piperazinediacetamide and 120 parts of methanol was hydrogenated at normal pressure and at room temperature with 2 parts of palladium-on-charcoal catalyst 10%. After the calculated amount of hydrogen was taken up, the catalyst was filtered off and the filtrate was evaporated. The oily residue was crystallized from acetonitrile, yielding 7.7 parts (97.5%) of N1 -(2,6-dimethylphenyl)-1,2-piperazinediacetamide; mp. 171.9° C. (... The reactants are Fc1cc(F)cc(CBr)c1, Cc1nc(-c2ccn[nH]2)sc1C(=O)NCc1cccnc1. The product is Cc1nc(-c2ccn(Cc3cc(F)cc(F)c3)n2)sc1C(=O)NCc1cccnc1. As a reaction SMILES: [Br:22][CH2:23][c:24]1[cH:25][c:26]([F:31])[cH:27][c:28]([F:30])[cH:29]1.[n:1]1[cH:2][c:3]([CH2:7][NH:8][C:9](=[O:10])[c:11]2[c:12]([CH3:21])[n:13][c:14](-[c:16]3[nH:17][n:18][cH:19][cH:20]3)[s:15]2)[cH:4][cH:5][cH:6]1>>[n:1]1[cH:2][c:3]([CH2:7][NH:8][C:9](=[O:10])[c:11]2[c:12]([CH3:21])[n:13][c:14](-[c:16]3[n:17][n:18]([CH2:23][c:24]4[cH:25][c:26]([F:31])[cH:27][c:28]([F:30])[cH:29]4)[cH:19][cH:20]3)[s:15]2)[cH:4][cH:5][cH:6]1. Starting materials: CN1C([C@@H]2CCCC[C@]2(CC1=O)C1=CC(=CC=C1)OC)=O (N-methyl-4a-(m-methoxyphenyl)-1,3-diketo-trans-decahydroisoquinoline), C[O-].[Na+] (sodium methoxide), ice water. The solvent is CO (methanol). The product is CN1C([C@H]2CCCC[C@]2(CC1=O)C1=CC(=CC=C1)OC)=O (N-Methyl-4a-(m-methoxyphenyl)-1,3-diketo-cis-decahydroisoquinoline). RXN SMILES: [CH3:1][N:2]1[C:11](=[O:12])[CH2:10][C@@:9]2([C:13]3[CH:18]=[CH:17][CH:16]=[C:15]([O:19][CH3:20])[CH:14]=3)[C@@H:4]([CH2:5][CH2:6][CH2:7][CH2:8]2)[C:3]1=[O:21].C[O-].[Na+]>CO>[CH3:1][N:2]1[C:11](=[O:12])[CH2:10][C@@:9]2([C:13]3[CH:18]=[CH:17][CH:16]=[C:15]([O:19][CH3:20])[CH:14]=3)[C@H:4]([CH2:5][CH2:6][CH2:7][CH2:8]2)[C:3]1=[O:21] |f:1.2|. Reported procedure: A solution of N-methyl-4a-(m-methoxyphenyl)-1,3-diketo-trans-decahydroisoquinoline (4.6 g, 1.6 mmole) and sodium methoxide (1.84 g, 3.4 mmole) in 150 ml of methanol was stirred at room temperature under nitrogen for 20 hours. It was poured into 150 ml of ice-water and extracted with ether, and the combined extracts were washed with 3 N hydrochloric acid and sat. sodium bicarbonate, dried (Na2SO4) and evaporated. The crude product was a white viscous oil (3.8 g). Thin layer chromatography on sili...